This data is from the Open Reaction Database (ORD), a public repository of structured organic reaction records. The task is: describe an organic reaction: reactants, conditions, products, and yield Starting materials: FC(C1=CC=2NC3=CC=CC=C3SC2C=C1)(F)F (2-(trifluoromethyl)-10H-phenothiazine), CN(C)C=O (DMF), [OH-].[K+] (KOH), C(Br)C1CO1 ((±)-epibromohydrin). The solvent is [Cl-].[Na+].O (brine). Run at time 48 hour. Product: O1C(C1)CN1C2=CC=CC=C2SC=2C=CC(=CC12)C(F)(F)F ((±)-10-(oxiran-2-ylmethyl)-2-(trifluoromethyl)-10H-phenothiazine). RXN SMILES: [F:1][C:2]([F:18])([F:17])[C:3]1[CH:16]=[CH:15][C:14]2[S:13][C:12]3[C:7](=[CH:8][CH:9]=[CH:10][CH:11]=3)[NH:6][C:5]=2[CH:4]=1.CN(C=O)C.[OH-].[K+].[CH2:26]([CH:28]1[O:30][CH2:29]1)Br>[Cl-].[Na+].O>[O:30]1[CH2:29][CH:28]1[CH2:26][N:6]1[C:5]2[CH:4]=[C:3]([C:2]([F:1])([F:17])[F:18])[CH:16]=[CH:15][C:14]=2[S:13][C:12]2[C:7]1=[CH:8][CH:9]=[CH:10][CH:11]=2 |f:2.3,5.6.7|. Procedure details: To a solution of 2-(trifluoromethyl)-10H-phenothiazine (5.0 g, 18.8 mmol) and DMF (15 mL) at RT was added finely powdered KOH (2.1 g, 37.5 mmol) and (±)-epibromohydrin (3.9 mL, 48.9 mmol). The reaction mixture was stirred at RT for 48 h. Once no starting material was observed by analytical LCMS, EtOAC (250 mL) and brine (250 mL) were added. The organic layer was separated, and the aqueous layer was washed with EtOAC (3×100 mL). The combined organic extracts were washed with brine (2×100 mL), dri... Starting materials: CC=1C=C(C(=O)OC)C=C(C1)[N+](=O)[O-] (Methyl 3-methyl-5-nitrobenzoate), [OH-].[Na+] (sodium hydroxide), [OH-].[Na+] (sodium hydroxide). The solvent is CO (methanol), O1CCCC1 (tetrahydrofuran). Run at temperature 80 celsius. Product: CC=1C=C(C(=O)O)C=C(C1)[N+](=O)[O-] (3-Methyl-5-nitrobenzoic acid). Yield: 96.3%. RXN SMILES: [CH3:1][C:2]1[CH:3]=[C:4]([CH:9]=[C:10]([N+:12]([O-:14])=[O:13])[CH:11]=1)[C:5]([O:7]C)=[O:6].[OH-].[Na+]>CO.O1CCCC1>[CH3:1][C:2]1[CH:3]=[C:4]([CH:9]=[C:10]([N+:12]([O-:14])=[O:13])[CH:11]=1)[C:5]([OH:7])=[O:6] |f:1.2|. Procedure: A solution of 89A (0.36 g, 1.8 mmol) and aqueous sodium hydroxide (1N, 3 mL, 3 mmol) in a mixture of methanol (1.5 mL) and tetrahydrofuran (3 mL) was heated at 80° C. for 1 h and at rt for 2 h. An additional portion of sodium hydroxide solution (1 mL) was added and the mixture was heated at 80° C. for 5 min. The reaction mixture was concentrated in vacuo, diluted with ethyl acetate and acidified with hydrochloric acid (1N). The aqueous layer was extracted with ethyl acetate (2×). The combined or... Starting materials: COc1c(F)ccc(Br)c1F, O=C(O)c1ccc(F)c(Cl)c1F. Product: COc1c(F)ccc(C(=O)O)c1F. RXN SMILES: [CH3:13][O:14][c:15]1[c:16]([F:17])[c:18]([Br:19])[cH:20][cH:21][c:22]1[F:23].[Cl:1][c:2]1[c:3]([F:12])[c:4]([C:5](=[O:6])[OH:7])[cH:8][cH:9][c:10]1[F:11]>>[c:2]1([O:14][CH3:13])[c:3]([F:12])[c:4]([C:5](=[O:6])[OH:7])[cH:8][cH:9][c:10]1[F:11]. Starting materials: C(C1=CC=CC=C1)OCCN1N=C(C(=C1C)CC1=CC=C(C=C1)CC)O[C@H]1[C@H](O)[C@@H](O)[C@H](O)[C@H](O1)CO (1-(2-benzyloxyethyl)-4-[(4-ethylphenyl)methyl]-3-(β-D-glucopyranosyloxy)-5-methyl-1H-pyrazole). The reagents and catalysts are [C].[Pd] (palladium-carbon). Run in C(C)O (ethanol). Run at time 30 minute. Yields the product C(C)C1=CC=C(C=C1)CC=1C(=NN(C1C)CCO)O[C@H]1[C@H](O)[C@@H](O)[C@H](O)[C@H](O1)CO (4-[(4-ethylphenyl)methyl]-3-(β-D-glucopyranosyloxy)-1-(2-hydroxyethyl)-5-methyl-1H-pyrazole). Yield: 111.2%. RXN SMILES: C([O:8][CH2:9][CH2:10][N:11]1[C:15]([CH3:16])=[C:14]([CH2:17][C:18]2[CH:23]=[CH:22][C:21]([CH2:24][CH3:25])=[CH:20][CH:19]=2)[C:13]([O:26][C@@H:27]2[O:35][C@H:34]([CH2:36][OH:37])[C@@H:32]([OH:33])[C@H:30]([OH:31])[C@H:28]2[OH:29])=[N:12]1)C1C=CC=CC=1>C(O)C.[C].[Pd]>[CH2:24]([C:21]1[CH:20]=[CH:19][C:18]([CH2:17][C:14]2[C:13]([O:26][C@@H:27]3[O:35][C@H:34]([CH2:36][OH:37])[C@@H:32]([OH:33])[C@H:30]([OH:31])[C@H:28]3[OH:29])=[N:12][N:11]([CH2:10][CH2:9][OH:8])[C:15]=2[CH3:16])=[CH:23][CH:22]=1)[CH3:25] |f:2.3|. Procedure: To a solution of 1-(2-benzyloxyethyl)-4-[(4-ethylphenyl)methyl]-3-(β-D-glucopyranosyloxy)-5-methyl-1H-pyrazole (0.012 g) in ethanol (2 mL) was added a catalytic amount of 10% palladium-carbon powder, and the mixture was stirred at room temperature under a hydrogen atmosphere for 30 minutes. Insoluble materials were removed by filtration, and the solvent was removed under reduced pressure to give 4-[(4-ethylphenyl)methyl]-3-(β-D-glucopyranosyloxy)-1-(2-hydroxyethyl)-5-methyl-1H-pyrazole (0.011 g)...